This data is from the Open Reaction Database (ORD), a public repository of structured organic reaction records. The task is: describe an organic reaction: reactants, conditions, products, and yield Starting materials: [Al+3], C1CCOC1, CCOCC, COc1ccc(CCCC(N)=O)cc1, [H-], [H-], [H-], [H-], [Li+], [Na+], [OH-], O. The product is COc1ccc(CCCCN)cc1. As a reaction SMILES: [Al+3:2].[CH2:29]1[O:30][CH2:31][CH2:32][CH2:33]1.[CH3:24][CH2:25][O:26][CH2:27][CH3:28].[CH3:7][O:8][c:9]1[cH:10][cH:11][c:12]([CH2:15][CH2:16][CH2:17][C:18](=[O:19])[NH2:20])[cH:13][cH:14]1.[H-:1].[H-:4].[H-:5].[H-:6].[Li+:3].[Na+:23].[OH-:22].[OH2:21]>>[CH3:7][O:8][c:9]1[cH:10][cH:11][c:12]([CH2:15][CH2:16][CH2:17][CH2:18][NH2:20])[cH:13][cH:14]1. Starting materials: OC1=C(N)C(=CC=C1)C (2-hydroxy-6-methylaniline), C(=O)(N1C=NC=C1)N1C=NC=C1 (1,1′-carbonyldiimidazole), C(Cl)Cl (DCM). Run in C1CCOC1 (THF). Reaction conditions: temperature 70 celsius, time 20 hour. Yields the product CC1=CC=CC2=C1NC(O2)=O (4-Methyl-3H-benzooxazol-2-one). Isolated yield 83.1%. RXN SMILES: [OH:1][C:2]1[CH:8]=[CH:7][CH:6]=[C:5]([CH3:9])[C:3]=1[NH2:4].[C:10](N1C=CN=C1)(N1C=CN=C1)=[O:11].C(Cl)Cl>C1COCC1>[CH3:9][C:5]1[C:3]2[NH:4][C:10](=[O:11])[O:1][C:2]=2[CH:8]=[CH:7][CH:6]=1. Reported procedure: To a solution of 2-hydroxy-6-methylaniline (583 mg) in THF (8 mL) was added 1,1′-carbonyldiimidazole (1.14 g). The reaction mixture was stirred at 70° C. for 20 h. After cooling down, DCM was added and the mixture was washed three times with 2N NaOH. The aq. phases were combined, cooled down to 0° C. and the pH was brought to 6 by addition of 2N HCl. The suspension was filtered, the resulting powder was washed with cold water and dried in high vacuo to afford 587 mg of beige solid. LC-MS (B): tR...